Dataset: the Open Reaction Database (ORD), a public repository of structured organic reaction records. Task: describe an organic reaction: reactants, conditions, products, and yield The reactants are C[Si](Cl)(CCCCCCCCCCCCCCCCCC)C (dimethyl-octadecyl-chlorosilane), O[Ge]O.C=1C=CC=2C(C1)=C3NC2N=C4C=5C=CC=CC5C(=N4)N=C6C=7C=CC=CC7C(N6)=NC=8C=9C=CC=CC9C(=N3)N8 (dihydroxygermanium phthalocyanine), N[C@@H](C[SeH])C(=O)O (Sec). Solvent: N1=CC=CC=C1 (pyridine). Yields the product C[Si](O[Ge]O[Si](C)(C)CCCCCCCCCCCCCCCCCC)(CCCCCCCCCCCCCCCCCC)C.C=1C=CC=2C(C1)=C3NC2N=C4C=5C=CC=CC5C(=N4)N=C6C=7C=CC=CC7C(N6)=NC=8C=9C=CC=CC9C(=N3)N8 (bis(dimethyl-octadecyl-siloxy)germanium phthalocyanine). RXN SMILES: N[C@H:2]([C:5](O)=O)[CH2:3][SeH].[CH3:8][Si:9]([CH3:29])([CH2:11][CH2:12][CH2:13][CH2:14][CH2:15][CH2:16][CH2:17][CH2:18][CH2:19][CH2:20][CH2:21][CH2:22][CH2:23][CH2:24][CH2:25][CH2:26][CH2:27][CH3:28])Cl.[OH:30][Ge:31][OH:32].[CH:33]1[CH:34]=[CH:35][C:36]2[C:37](=[C:39]3[N:71]=[C:70]4[N:72]=[C:63]([C:64]5[CH:65]=[CH:66][CH:67]=[CH:68][C:69]=54)[N:62]=[C:60]4[NH:61][C:53]([C:54]5[CH:55]=[CH:56][CH:57]=[CH:58][C:59]=54)=[N:52][C:50]4=[N:51][C:43]([C:44]5[CH:45]=[CH:46][CH:47]=[CH:48][C:49]=54)=[N:42][C:41]=2[NH:40]3)[CH:38]=1>N1C=CC=CC=1>[CH3:8][Si:9]([CH3:29])([CH2:11][CH2:12][CH2:13][CH2:14][CH2:15][CH2:16][CH2:17][CH2:18][CH2:19][CH2:20][CH2:21][CH2:22][CH2:23][CH2:24][CH2:25][CH2:26][CH2:27][CH3:28])[O:30][Ge:31][O:32][Si:9]([CH2:3][CH2:2][CH2:5][CH2:12][CH2:13][CH2:14][CH2:15][CH2:16][CH2:17][CH2:18][CH2:70][CH2:69][CH2:68][CH2:67][CH2:66][CH2:65][CH2:64][CH3:63])([CH3:11])[CH3:8].[CH:34]1[CH:33]=[CH:38][C:37]2[C:36](=[C:41]3[N:42]=[C:43]4[N:51]=[C:50]([C:49]5[CH:48]=[CH:47][CH:46]=[CH:45][C:44]=54)[N:52]=[C:53]4[NH:61][C:60]([C:59]5[CH:58]=[CH:57][CH:56]=[CH:55][C:54]=54)=[N:62][C:63]4=[N:72][C:70]([C:69]5[CH:68]=[CH:67][CH:66]=[CH:65][C:64]=54)=[N:71][C:39]=2[NH:40]3)[CH:35]=1 |f:2.3,5.6,^3:30,100|. Procedure details: [In analogy to a procedure by Wheeler et. al., J. Am. Chem. Sec. 106, 7404 (1984)] 3.3 g (9.5 mmol) of dimethyl-octadecyl-chlorosilane and 0.5 g (0.8 mmol) of dihydroxygermanium-phthalocyanine in 50 ml of pyridine are stirred for 2 hours at 50°. The solution is cooled and filtered using a suction filter. The solvent is removed in vacuo, and 250 ml of hexane are added to the residue. The resulting precipitate is filtered off with suction and washed first with hexane, then in portions with 200 ml ...